From a dataset of the Open Reaction Database (ORD), a public repository of structured organic reaction records. describe an organic reaction: reactants, conditions, products, and yield Starting materials: C(C(=C)C)(=O)Cl (methacrylic acid chloride), OC1=C(N)C=CC(=C1)C#N (o-hydroxy-p-cyanoaniline), CC(=O)C (acetone). The reagents and catalysts are COC1=CC=C(O)C=C1 (hydroquinone monomethyl ether). Run in N1=CC=CC=C1 (pyridine). The product is OC1=C(NC(C(=C)C)=O)C=CC(=C1)C#N (o-hydroxy-p-cyanomethacrylanilide). Yield: 58.0%. Reaction SMILES: [OH:1][C:2]1[CH:8]=[C:7]([C:9]#[N:10])[CH:6]=[CH:5][C:3]=1[NH2:4].CC(C)=O.[C:15](Cl)(=[O:19])[C:16]([CH3:18])=[CH2:17]>COC1C=CC(O)=CC=1.N1C=CC=CC=1>[OH:1][C:2]1[CH:8]=[C:7]([C:9]#[N:10])[CH:6]=[CH:5][C:3]=1[NH:4][C:15](=[O:19])[C:16]([CH3:18])=[CH2:17]. Procedure details: 400 g of o-hydroxy-p-cyanoaniline, 4 g of hydroquinone monomethyl ether, 4 litres of acetone, and 360 g of pyridine were mixed and the mixture was cooled externally with a freezing medium. At a point when the internal temperature of the solution had dropped to -10° C., 420 g of methacrylic acid chloride was added dropwise to the mixture with stirring. Thereafter the mixture was treated in the same way as in Synthesis Example 1 to obtain 350 g of o-hydroxy-p-cyanomethacrylanilide. 76.8 g (0.38 mo...